This data is from the Open Reaction Database (ORD), a public repository of structured organic reaction records. The task is: describe an organic reaction: reactants, conditions, products, and yield Starting materials: COC1=CC(=C(C(=C1)C)S(=O)(=O)N1[C@@H](CCC1)COCC(=O)OC(C)(C)C)C ((S)-tert-butyl 2-((1-(4-methoxy-2,6-dimethylphenylsulfonyl)-pyrrolidin-2-yl)methoxy)acetate), FC(C(=O)O)(F)F (trifluoroacetic acid). Run in ClCCl (dichloromethane). Reaction conditions: temperature 25 celsius, time 2 hour. Product: COC1=CC(=C(C(=C1)C)S(=O)(=O)N1[C@@H](CCC1)COCC(=O)O)C ((S)-2-((1-(4-Methoxy-2,6-dimethylphenylsulfonyl)pyrrolidin-2-yl)methoxy)acetic acid). RXN SMILES: [CH3:1][O:2][C:3]1[CH:8]=[C:7]([CH3:9])[C:6]([S:10]([N:13]2[CH2:17][CH2:16][CH2:15][C@H:14]2[CH2:18][O:19][CH2:20][C:21]([O:23]C(C)(C)C)=[O:22])(=[O:12])=[O:11])=[C:5]([CH3:28])[CH:4]=1.FC(F)(F)C(O)=O>ClCCl>[CH3:1][O:2][C:3]1[CH:8]=[C:7]([CH3:9])[C:6]([S:10]([N:13]2[CH2:17][CH2:16][CH2:15][C@H:14]2[CH2:18][O:19][CH2:20][C:21]([OH:23])=[O:22])(=[O:12])=[O:11])=[C:5]([CH3:28])[CH:4]=1. Reported procedure: To a solution of (S)-tert-butyl 2-((1-(4-methoxy-2,6-dimethylphenylsulfonyl)-pyrrolidin-2-yl)methoxy)acetate (1 eq.) in dichloromethane (10 ml/mmol) was added trifluoroacetic acid (2 ml/mmol) at 0° C. and the resulting reaction mixture was stirred at 25° C. for 2 h. The solvent was evaporated off and it was dried under vacuum to remove traces of trifluoroacetic acid. The crude product was used directly for the next step. Yield: quantitative. Starting materials: O=S1(C(=CCC1)C1=CC2=C(NC(=NS2(=O)=O)C=2C(N([C@H]3[C@@H]4CC[C@H]([C@H]3C2O)C4)CC4=CC=C(C=C4)F)=O)C=C1)=O ((1R,2S,7R,8S)-5-[7-(1,1-Dioxo-4,5-dihydro-1H-1λ6-thiophen-2-yl)-1,1-dioxo-1,4-dihydro-1λ6-benzo[1,2,4]thiadiazin-3-yl]-3-(4-fluoro-benzyl)-6-hydroxy-3-aza-tricyclo[6.2.1.02,7]undec-5-en-4-one). The reagents and catalysts are [Pd] (palladium on charcoal). Run in CO (methanol). Run at temperature 25 celsius, time 16 hour. Product: O=S1(C(CCC1)C1=CC2=C(NC(=NS2(=O)=O)C=2C(N([C@H]3[C@@H]4CC[C@H]([C@H]3C2O)C4)CC4=CC=C(C=C4)F)=O)C=C1)=O ((1R,2S,7R,8S)-5-[7-(1,1-Dioxo-tetrahydro-1λ6-thiophen-2-yl)-1,1-dioxo-1,4-dihydro-1λ6-benzo[1,2,4]thiadiazin-3-yl]-3-(4-fluoro-benzyl)-6-hydroxy-3-aza-tricyclo[6.2.1.02,7]undec-5-en-4-one), O=S1(C(CCC1)C1=CC2=C(NC(=NS2(=O)=O)[C@]23[C@H]4N(C(C=C([C@@H]4[C@@H](CC2)C3)O)=O)CC3=CC=C(C=C3)F)C=C1)=O ((1R,2S,7R,8S)-[7-(1,1-dioxo-tetrahydro-1λ6-thiophen-2-yl)-1,1-dioxo-1,4-dihydro-1λ6-benzo[1,2,4]thiadiazin-3-yl]-3-(4-fluoro-benzyl)-6-hydroxy-3-aza-tricyclo[6.2.1.02,7]undec-5-en-4-one). The yield is 176.0%. Reaction SMILES: [O:1]=[S:2]1(=[O:40])[CH2:6][CH2:5][CH:4]=[C:3]1[C:7]1[CH:39]=[CH:38][C:10]2[NH:11][C:12]([C:17]3[C:18](=[O:37])[N:19]([CH2:29][C:30]4[CH:35]=[CH:34][C:33]([F:36])=[CH:32][CH:31]=4)[C@@H:20]4[C@H:25]([C:26]=3[OH:27])[C@@H:24]3[CH2:28][C@H:21]4[CH2:22][CH2:23]3)=[N:13][S:14](=[O:16])(=[O:15])[C:9]=2[CH:8]=1>CO.[Pd]>[O:40]=[S:2]1(=[O:1])[CH2:6][CH2:5][CH2:4][CH:3]1[C:7]1[CH:39]=[CH:38][C:10]2[NH:11][C:12]([C:17]3[C:18](=[O:37])[N:19]([CH2:29][C:30]4[CH:31]=[CH:32][C:33]([F:36])=[CH:34][CH:35]=4)[C@@H:20]4[C@H:25]([C:26]=3[OH:27])[C@@H:24]3[CH2:28][C@H:21]4[CH2:22][CH2:23]3)=[N:13][S:14](=[O:15])(=[O:16])[C:9]=2[CH:8]=1.[O:40]=[S:2]1(=[O:1])[CH2:6][CH2:5][CH2:4][CH:3]1[C:7]1[CH:39]=[CH:38][C:10]2[NH:11][C:12]([C@@:21]34[CH2:28][C@H:24]([CH2:23][CH2:22]3)[C@@H:25]3[C@@H:20]4[N:19]([CH2:29][C:30]4[CH:35]=[CH:34][C:33]([F:36])=[CH:32][CH:31]=4)[C:18](=[O:37])[CH:17]=[C:26]3[OH:27])=[N:13][S:14](=[O:15])(=[O:16])[C:9]=2[CH:8]=1. Procedure details: (1R,2S,7R,8S)-5-[7-(1,1-Dioxo-4,5-dihydro-1H-1λ6-thiophen-2-yl)-1,1-dioxo-1,4-dihydro-1λ6-benzo[1,2,4]thiadiazin-3-yl]-3-(4-fluoro-benzyl)-6-hydroxy-3-aza-tricyclo[6.2.1.02,7]undec-5-en-4-one (prepared as described in Example 20, 30 mg, 0.05 mmol) was dissolved in methanol (15 mL) and 5% palladium on charcoal (100 mg) was added. The flask was degassed and backfilled with hydrogen gas via balloon. The mixture was stirred at 25° C. for 16 h. The mixture was passed through a plug of Celite, rinsed ... The reactants are C1(=CC=CC=C1)COC(N[C@@H]1C(NC1)=O)=O ((S)-(2-oxo-3-azetidinyl) carbamic acid phenylmethyl ester), CC(C)(OC(C(O\N=C(/C(=O)O)\C=1N=C(SC1)NC(C1=CC=CC=C1)(C1=CC=CC=C1)C1=CC=CC=C1)(C)C)=O)C ((Z)-α-[[2-(1,1-dimethylethoxy)-1,1-dimethyl-2-oxoethoxy]imino]-2-[(triphenylmethyl)amino]-4-thiazole acetic acid), C1(CCCCC1)N=C=NC1CCCCC1 (N,N'-dicyclo-hexylcarbodiimide), ON1N=NC2=C1C=CC=C2 (1-hydroxybenzo-triazole), C(=O)(O)[O-].[Na+] (NaHCO3). Reagents/catalysts: [Pd] (palladium on carbon). The solvent is CO (methanol), CN(C)C=O (DMF), O (water). Conditions: time 4 hour. Product: CC(C)(OC(C(O\N=C(/C(=O)N[C@@H]1C(NC1)=O)\C=1N=C(SC1)NC(C1=CC=CC=C1)(C1=CC=CC=C1)C1=CC=CC=C1)(C)C)=O)C ((S,Z)-α-[[2-(1,1-dimethylethoxy)-1,1-dimethyl-2-oxoethoxy]imino]-N-(2-oxo-3-azetidinyl)-2-[(triphenylmethyl)amino]-4-thiazoleacetamide). Isolated yield 59396.9%. As a reaction SMILES: C1(CO[C:9](=[O:16])[NH:10][C@H:11]2[CH2:14][NH:13][C:12]2=[O:15])C=CC=CC=1.[CH3:17][C:18]([CH3:57])([O:20][C:21](=[O:56])[C:22]([CH3:55])([CH3:54])[O:23]/[N:24]=[C:25](/[C:29]1[N:30]=[C:31]([NH:34][C:35]([C:48]2[CH:53]=[CH:52][CH:51]=[CH:50][CH:49]=2)([C:42]2[CH:47]=[CH:46][CH:45]=[CH:44][CH:43]=2)[C:36]2[CH:41]=[CH:40][CH:39]=[CH:38][CH:37]=2)[S:32][CH:33]=1)\C(O)=O)[CH3:19].C1(N=C=NC2CCCCC2)CCCCC1.ON1C2C=CC=CC=2N=N1.C([O-])(O)=O.[Na+]>[Pd].O.CN(C=O)C.CO>[CH3:19][C:18]([CH3:57])([O:20][C:21](=[O:56])[C:22]([CH3:55])([CH3:54])[O:23]/[N:24]=[C:25](/[C:29]1[N:30]=[C:31]([NH:34][C:35]([C:42]2[CH:43]=[CH:44][CH:45]=[CH:46][CH:47]=2)([C:36]2[CH:41]=[CH:40][CH:39]=[CH:38][CH:37]=2)[C:48]2[CH:53]=[CH:52][CH:51]=[CH:50][CH:49]=2)[S:32][CH:33]=1)\[C:9]([NH:10][C@H:11]1[CH2:14][NH:13][C:12]1=[O:15])=[O:16])[CH3:17] |f:4.5|. Procedure details: A mixture of 2.20 g (0.01 mmol) of (S)-(2-oxo-3-azetidinyl) carbamic acid phenylmethyl ester, 125 mL of methanol, and 0.68 g of 10% palladium on carbon catalyst was hydrogenated (5 minutes) on a parr apparatus at an initial gauge pressure of 50 psi. After filtration of the catalyst, the solution was concentrated to dryness under reduced pressure. The residual (S)-3-amino-2-azetidinone was dissolved in 10 mL of DMF and added to a mixture of 5.71 g (0.01 mol) of (Z)-α-[[2-(1,1-dimethylethoxy)-1,1-... Yields the product Cc1cccc([N+](=O)[O-])c1Nc1ccc(Br)cc1. As a reaction SMILES: [Br:12][c:13]1[cH:14][cH:15][c:16]([NH2:17])[cH:18][cH:19]1.[C:20]([O-:21])([CH3:22])([CH3:23])[CH3:24].[CH3:26][S:27]([CH3:28])=[O:29].[F:1][c:2]1[c:3]([N+:9](=[O:10])[O-:11])[cH:4][cH:5][cH:6][c:7]1[CH3:8].[K+:25]>>[c:2]1([NH:17][c:16]2[cH:15][cH:14][c:13]([Br:12])[cH:19][cH:18]2)[c:3]([N+:9](=[O:10])[O-:11])[cH:4][cH:5][cH:6][c:7]1[CH3:8]. Reactants: Nc1ccc(Br)cc1, CC(C)(C)[O-], CS(C)=O, Cc1cccc([N+](=O)[O-])c1F, [K+]. RXN SMILES: [CH2:1]([c:2]1[cH:3][cH:4][cH:5][cH:6][cH:7]1)[O:8][C:9](=[O:10])[N:11]1[CH2:12][CH2:13][N:14]([C:33](=[O:34])[O:35][CH2:36][c:37]2[cH:38][cH:39][cH:40][cH:41][cH:42]2)[CH2:15][CH2:16][N:17]([C:23](=[O:24])[O:25][CH2:26][c:27]2[cH:28][cH:29][cH:30][cH:31][cH:32]2)[CH2:18][CH2:19][NH:20][CH2:21][CH2:22]1.[CH2:49]([CH3:50])[O:51][C:52]([CH2:53][Br:54])=[O:55].[CH3:56][C:57]#[N:58].[Na+:43].[Na+:44].[O-:45][C:46](=[O:47])[O-:48]>>[CH2:1]([c:2]1[cH:3][cH:4][cH:5][cH:6][cH:7]1)[O:8][C:9](=[O:10])[N:11]1[CH2:12][CH2:13][N:14]([C:33](=[O:34])[O:35][CH2:36][c:37]2[cH:38][cH:39][cH:40][cH:41][cH:42]2)[CH2:15][CH2:16][N:17]([C:23](=[O:24])[O:25][CH2:26][c:27]2[cH:28][cH:29][cH:30][cH:31][cH:32]2)[CH2:18][CH2:19][N:20]([CH2:53][C:52]([O:51][CH2:49][CH3:50])=[O:55])[CH2:21][CH2:22]1. Yields the product CCOC(=O)CN1CCN(C(=O)OCc2ccccc2)CCN(C(=O)OCc2ccccc2)CCN(C(=O)OCc2ccccc2)CC1. Reactants: O=C(OCc1ccccc1)N1CCNCCN(C(=O)OCc2ccccc2)CCN(C(=O)OCc2ccccc2)CC1, CCOC(=O)CBr, CC#N, [Na+], [Na+], O=C([O-])[O-]. Reactants: IC=1C=C(C(=O)OC)C=CC1 (methyl 3-iodobenzoate), COC=1C=CC(=CC1)P2(=S)SP(=S)(S2)C=3C=CC(=CC3)OC (Lawesson reagent). The solvent is C=1(C(=CC=CC1)C)C (xylene). The product is IC=1C=C(C(=S)OC)C=CC1 (O-methyl 3-iodothiobenzoate). Yield: 84.5%. Reaction SMILES: [I:1][C:2]1[CH:3]=[C:4]([CH:9]=[CH:10][CH:11]=1)[C:5]([O:7][CH3:8])=O.COC1C=CC(P2(SP(C3C=CC(OC)=CC=3)(=S)S2)=[S:21])=CC=1>C1(C)C(C)=CC=CC=1>[I:1][C:2]1[CH:3]=[C:4]([CH:9]=[CH:10][CH:11]=1)[C:5]([O:7][CH3:8])=[S:21]. Reported procedure: 52.5 g (0.2 mol) of methyl 3-iodobenzoate were heated to reflux for 18 hours with 81 g (0.2 mol) of Lawesson reagent in 330 ml of xylene. By working-up in an analogous manner to that described in Example 1(B) there were obtained 47 g (84.4%) of O-methyl 3-iodothiobenzoate as a yellow evil-smelling oil which was used without further purification. Product: COc1cc(F)c(F)cc1OCC1CCN(CCNC(c2ccccc2)(c2ccccc2)c2ccccc2)CC1. Reaction SMILES: [Br:20][CH2:21][CH2:22][NH:23][C:24]([c:25]1[cH:26][cH:27][cH:28][cH:29][cH:30]1)([c:31]1[cH:32][cH:33][cH:34][cH:35][cH:36]1)[c:37]1[cH:38][cH:39][cH:40][cH:41][cH:42]1.[ClH:1].[F:2][c:3]1[cH:4][c:5]([O:18][CH3:19])[c:6]([O:7][CH2:8][CH:9]2[CH2:10][CH2:11][NH:12][CH2:13][CH2:14]2)[cH:15][c:16]1[F:17].[K+:43].[K+:44].[O-:45][C:46]([O-:47])=[O:48].[O:50]=[CH:51][N:52]([CH3:53])[CH3:54].[OH2:49]>>[F:2][c:3]1[cH:4][c:5]([O:18][CH3:19])[c:6]([O:7][CH2:8][CH:9]2[CH2:10][CH2:11][N:12]([CH2:21][CH2:22][NH:23][C:24]([c:25]3[cH:26][cH:27][cH:28][cH:29][cH:30]3)([c:31]3[cH:32][cH:33][cH:34][cH:35][cH:36]3)[c:37]3[cH:38][cH:39][cH:40][cH:41][cH:42]3)[CH2:13][CH2:14]2)[cH:15][c:16]1[F:17]. The reactants are BrCCNC(c1ccccc1)(c1ccccc1)c1ccccc1, Cl, COc1cc(F)c(F)cc1OCC1CCNCC1, [K+], [K+], O=C([O-])[O-], CN(C)C=O, O. The reactants are FC1=C(C(=CC=C1)[N+](=O)[O-])NC1=CC=CC=C1 ((2-fluoro-6-nitrophenyl)phenylamine). Reagents/catalysts: [Pd] (Pd/C). Run in IMS. Reaction conditions: time 2 hour. Yields the product FC1=C(C(=CC=C1)N)NC1=CC=CC=C1 (3-Fluoro-N2-phenylbenzene-1,2-diamine). The yield is 35.2%. RXN SMILES: [F:1][C:2]1[CH:7]=[CH:6][CH:5]=[C:4]([N+:8]([O-])=O)[C:3]=1[NH:11][C:12]1[CH:17]=[CH:16][CH:15]=[CH:14][CH:13]=1>[Pd]>[F:1][C:2]1[CH:7]=[CH:6][CH:5]=[C:4]([NH2:8])[C:3]=1[NH:11][C:12]1[CH:13]=[CH:14][CH:15]=[CH:16][CH:17]=1. Procedure: A mixture of (2-fluoro-6-nitrophenyl)phenylamine (558 mg, 6.57 mmol) and 10% Pd/C (115 mg) in IMS (20 mL) was degassed with a stream of nitrogen and stirred at RT under a hydrogen atmosphere for 2 h. The suspension was then filtered through a PTFE frit and the filtrate was concentrated in vacuo affording 3-Fluoro-N2-phenylbenzene-1,2-diamine as a white solid (468 mg, 96%). 1H NMR (CDCl3, 400 MHz): δ 7.24-7.16 (2H, m), 7.04-6.96 (1H, m), 6.83 (1H, t, J=7.37 Hz), 6.66 (2H, d, J=7.95 Hz), 6.59-6.48... The reactants are OC1=C(C#N)C=CC=C1 (2-hydroxybenzonitrile), C([O-])([O-])=O.[K+].[K+] (potassium carbonate), CCCBr (n-propyl bromide). Run in CC(=O)C (acetone). The product is C(CC)OC1=C(C#N)C=CC=C1 (2-Propoxybenzonitrile). As a reaction SMILES: [OH:1][C:2]1[CH:9]=[CH:8][CH:7]=[CH:6][C:3]=1[C:4]#[N:5].C(=O)([O-])[O-].[K+].[K+].[CH3:16][CH2:17][CH2:18]Br>CC(C)=O>[CH2:16]([O:1][C:2]1[CH:9]=[CH:8][CH:7]=[CH:6][C:3]=1[C:4]#[N:5])[CH2:17][CH3:18] |f:1.2.3|. Procedure: 75 g (630 mmol) of 2-hydroxybenzonitrile, 174 g (1.26 mol) of potassium carbonate and 232.3 g (1.89 mol) of n-propyl bromide in 11 of acetone are refluxed overnight. The solid is filtered off, the solvent is removed under reduced pressure and the residue is distilled under reduced pressure. The reactants are Cc1ccc(S(=O)(=O)OCC2CC(OS(=O)(=O)c3ccc(C)cc3)CN2S(=O)(=O)c2ccc(C)cc2)cc1, Cc1ccccc1, NCc1cccnc1. Product: Cc1ccc(S(=O)(=O)N2CC3CC2CN3Cc2cccnc2)cc1. As a reaction SMILES: [CH3:1][c:2]1[cH:3][cH:4][c:5]([S:6]([O:7][CH2:12][CH:13]2[N:14]([S:29](=[O:30])(=[O:31])[c:32]3[cH:33][cH:34][c:35]([CH3:38])[cH:36][cH:37]3)[CH2:15][CH:16]([O:8][S:9]([c:10]3[cH:11][cH:18][c:19]([CH3:20])[cH:21][cH:22]3)(=[O:23])=[O:24])[CH2:17]2)(=[O:25])=[O:26])[cH:27][cH:28]1.[CH3:47][c:48]1[cH:49][cH:50][cH:51][cH:52][cH:53]1.[NH2:39][CH2:40][c:41]1[cH:42][n:43][cH:44][cH:45][cH:46]1>>[CH2:12]1[CH:13]2[N:14]([S:29](=[O:30])(=[O:31])[c:32]3[cH:33][cH:34][c:35]([CH3:38])[cH:36][cH:37]3)[CH2:15][CH:16]([CH2:17]2)[N:39]1[CH2:40][c:41]1[cH:42][n:43][cH:44][cH:45][cH:46]1.